From a dataset of the Open Reaction Database (ORD), a public repository of structured organic reaction records. describe an organic reaction: reactants, conditions, products, and yield Starting materials: C(C#CC)OC1=NC=NC(=C1)S(=O)(=O)C (4-(2-butynyloxy)-6-methanesulfonylpyrimidine), C([O-])([O-])=O.[K+].[K+] (potassium carbonate), FC1=C(CO)C(=CC=C1)F (2,6-difluorobenzylalcohol), [Cl-].[NH4+] (ammonium chloride). Run in CN(C=O)C (N,N-dimethylformamide). Reaction conditions: temperature 50 celsius, time 7 hour. Yields the product FC1=C(COC2=NC=NC(=C2)OCC#CC)C(=CC=C1)F (4-(2,6-difluorobenzyloxy)-6-(2-butynyloxy)pyrimidine). The yield is 72.8%. As a reaction SMILES: [CH2:1]([O:5][C:6]1[CH:11]=[C:10](S(C)(=O)=O)[N:9]=[CH:8][N:7]=1)[C:2]#[C:3][CH3:4].C(=O)([O-])[O-].[K+].[K+].[F:22][C:23]1[CH:30]=[CH:29][CH:28]=[C:27]([F:31])[C:24]=1[CH2:25][OH:26].[Cl-].[NH4+]>CN(C)C=O>[F:22][C:23]1[CH:30]=[CH:29][CH:28]=[C:27]([F:31])[C:24]=1[CH2:25][O:26][C:10]1[CH:11]=[C:6]([O:5][CH2:1][C:2]#[C:3][CH3:4])[N:7]=[CH:8][N:9]=1 |f:1.2.3,5.6|. Reported procedure: To 2 ml of N,N-dimethylformamide were added 0.15 g of 4-(2-butynyloxy)-6-methanesulfonylpyrimidine, 0.14 g of potassium carbonate, and 0.16 g of 2,6-difluorobenzylalcohol, followed by stirring at 50° C. for 7 hours. The reaction mixture was then left for cooling to room temperature and poured into a saturated aqueous ammonium chloride solution, which was extracted three times with chloroform. The chloroform layers were combined, washed with diluted hydrochloric acid and then with water, and drie... Reactants: O=C([O-])[O-], CCOC(=O)C(C)(C)Br, CC#N, Oc1ccc(CCNCc2ccc(-c3coc(C4CC4)n3)cc2)cc1, [Cs+], [Cs+], FC(F)(F)Oc1ccc(CBr)cc1. Product: CCOC(=O)C(C)(C)Oc1ccc(CCNCc2ccc(-c3coc(C4CC4)n3)cc2)cc1. RXN SMILES: [C:26](=[O:27])([O-:28])[O-:29].[CH2:32]([CH3:33])[O:34][C:35]([C:36]([CH3:37])([CH3:38])[Br:39])=[O:40].[CH3:54][C:55]#[N:56].[CH:1]1([c:4]2[o:5][cH:6][c:7](-[c:9]3[cH:10][cH:11][c:12]([CH2:13][NH:14][CH2:15][CH2:16][c:17]4[cH:18][cH:19][c:20]([OH:23])[cH:21][cH:22]4)[cH:24][cH:25]3)[n:8]2)[CH2:2][CH2:3]1.[Cs+:30].[Cs+:31].[F:41][C:42]([F:43])([F:44])[O:45][c:46]1[cH:47][cH:48][c:49]([CH2:50][Br:51])[cH:52][cH:53]1>>[CH:1]1([c:4]2[o:5][cH:6][c:7](-[c:9]3[cH:10][cH:11][c:12]([CH2:13][NH:14][CH2:15][CH2:16][c:17]4[cH:18][cH:19][c:20]([O:23][C:36]([C:35]([O:34][CH2:32][CH3:33])=[O:40])([CH3:37])[CH3:38])[cH:21][cH:22]4)[cH:24][cH:25]3)[n:8]2)[CH2:2][CH2:3]1. Starting materials: C1CCOC1, CCCCC(=O)c1c(-c2ccc3c(Cl)c(OCC(=O)OCC)ccc3c2)oc2ccccc12, [K+], [OH-], O. Product: CCCCC(=O)c1c(-c2ccc3c(Cl)c(OCC(=O)O)ccc3c2)oc2ccccc12. Reaction SMILES: [CH2:36]1[O:37][CH2:38][CH2:39][CH2:40]1.[Cl:1][c:2]1[c:3]([O:27][CH2:28][C:29](=[O:30])[O:31][CH2:32][CH3:33])[cH:4][cH:5][c:6]2[cH:7][c:8](-[c:12]3[o:13][c:14]4[c:15]([c:16]3[C:17]([CH2:18][CH2:19][CH2:20][CH3:21])=[O:22])[cH:23][cH:24][cH:25][cH:26]4)[cH:9][cH:10][c:11]12.[K+:35].[OH-:34].[OH2:41]>>[Cl:1][c:2]1[c:3]([O:27][CH2:28][C:29](=[O:30])[OH:31])[cH:4][cH:5][c:6]2[cH:7][c:8](-[c:12]3[o:13][c:14]4[c:15]([c:16]3[C:17]([CH2:18][CH2:19][CH2:20][CH3:21])=[O:22])[cH:23][cH:24][cH:25][cH:26]4)[cH:9][cH:10][c:11]12.